From a dataset of the Open Reaction Database (ORD), a public repository of structured organic reaction records. describe an organic reaction: reactants, conditions, products, and yield The reactants are N[C@@H](C)C(=O)N1[C@@H](CC2CCCCC12)C(=O)O ((2S)-1-[(S)-alanyl]-2-carboxyperhydroindole), C(C)O (ethanol), C(C)C(C(C(=O)[O-])=O)SC(C)C(=O)OCC (ethyl[(1RS)-1-ethoxycarbonylethylthio]-pyruvate), C(#N)[BH3-].[Na+] (sodium cyanoborohydride), C(C)O (ethanol). Run at time 45 minute. The product is C(C)OC(=O)C(C)SCC(C(=O)OCC)N[C@@H](C)C(=O)N1[C@@H](CC2CCCCC12)C(=O)O ((2S)-1-{N-[2-((1RS)-1-ethoxycarbonylethylthio)-(1RS)-1-ethoxycarbonylethyl]-(S)-alanyl}-2-carboxyperhydroindole). RXN SMILES: [NH2:1][C@H:2]([C:4]([N:6]1[CH:14]2[CH:9]([CH2:10][CH2:11][CH2:12][CH2:13]2)[CH2:8][C@H:7]1[C:15]([OH:17])=[O:16])=[O:5])[CH3:3].C([CH:20]([S:26][CH:27]([C:29]([O:31][CH2:32][CH3:33])=[O:30])[CH3:28])[C:21](=O)[C:22]([O-:24])=[O:23])C.C([BH3-])#N.[Na+].[CH2:38](O)[CH3:39]>>[CH2:32]([O:31][C:29]([CH:27]([S:26][CH2:20][CH:21]([NH:1][C@H:2]([C:4]([N:6]1[CH:14]2[CH:9]([CH2:10][CH2:11][CH2:12][CH2:13]2)[CH2:8][C@H:7]1[C:15]([OH:17])=[O:16])=[O:5])[CH3:3])[C:22]([O:24][CH2:38][CH3:39])=[O:23])[CH3:28])=[O:30])[CH3:33] |f:2.3|. Reported procedure: 1 g (4.17 m mols) of (2S)-1-[(S)-alanyl]-2-carboxyperhydroindole, prepared as described in Example 3, Step F, and 4.72 g (19 m mols) of ethyl[(1RS)-1-ethoxycarbonylethylthio]-pyruvate are dissolved in 50 ml of anhydrous ethanol in the presence of 15 g of molecular sieve 4 Å. After 45 minutes' stirring at room temperature, 0.25 g of sodium cyanoborohydride in solution in 2.25 ml of anhydrous ethanol are added within 6 hours. Starting materials: O.ON1N=NC2=C1C=CC=C2 (1-hydroxybenzotriazole hydrate), C(C)(C)N(C(C)C)CC (N,N-diisopropylethylamine), Cl.CN(CCCN=C=NCC)C (1-[3-(dimethylamino)propyl]-3-ethylcarbodiimide hydrochloride), NCCN1CCOCC1 (4-(2-aminoethyl)morpholine), NC1=C(SC2=NC(=C(C(=C21)C)Cl)OCC(=O)O)C(NC2CC2)=O ((3-amino-5-chloro-2-cyclopropylcarbamoyl-4-methyl-thieno[2,3-b]pyridin-6-yloxy)-acetic acid). Solvent: CCCCCC (hexane), CN(C)C=O (DMF), C1CCOC1 (THF). Conditions: time 16 hour. The product is C1(CC1)NC(=O)C1=C(C=2C(=NC(=C(C2C)Cl)OCC(NCCN2CCOCC2)=O)S1)N (3-Amino-5-chloro-4-methyl-6-[(2-morpholin-4-yl-ethylcarbamoyl)-methoxy]-thieno[2,3-b]pyridine-2-carboxylic acid cyclopropylamide). Yield: 13.4%. RXN SMILES: [NH2:1][C:2]1[C:10]2[C:5](=[N:6][C:7]([O:13][CH2:14][C:15](O)=[O:16])=[C:8]([Cl:12])[C:9]=2[CH3:11])[S:4][C:3]=1[C:18](=[O:23])[NH:19][CH:20]1[CH2:22][CH2:21]1.O.ON1C2C=CC=CC=2N=N1.C(N(CC)C(C)C)(C)C.Cl.CN(C)CCCN=C=NCC.[NH2:56][CH2:57][CH2:58][N:59]1[CH2:64][CH2:63][O:62][CH2:61][CH2:60]1>CCCCCC.CN(C=O)C.C1COCC1>[CH:20]1([NH:19][C:18]([C:3]2[S:4][C:5]3=[N:6][C:7]([O:13][CH2:14][C:15](=[O:16])[NH:56][CH2:57][CH2:58][N:59]4[CH2:64][CH2:63][O:62][CH2:61][CH2:60]4)=[C:8]([Cl:12])[C:9]([CH3:11])=[C:10]3[C:2]=2[NH2:1])=[O:23])[CH2:21][CH2:22]1 |f:1.2,4.5|. Procedure: To a solution of (3-amino-5-chloro-2-cyclopropylcarbamoyl-4-methyl-thieno[2,3-b]pyridin-6-yloxy)-acetic acid (0.300 g, 0.843 mmol) in a 1:1 mixture of THF:DMF (2.0 ml each) are added 1-hydroxybenzotriazole hydrate (0.148 g, 1.096 mmol), N,N-diisopropylethylamine (0.163 g, 1.265 mmol), 1-[3-(dimethylamino)propyl]-3-ethylcarbodiimide hydrochloride (0.242 g, 1.265 mmol), and 4-(2-aminoethyl)morpholine (0.329 g, 2.529 mmol). The resulting solution is stirred at room temperature for 16 hours. The rea... Starting materials: [BH4-], CCS(N)(=O)=O, Cc1ccccc1, CC(C)[O-], CC(C)[O-], CC(C)[O-], CC(C)[O-], Cn1c(-c2cncc(C=O)c2)cc2ccc(Cl)cc21, ClCCl, [Na+], [Ti+4]. Yields the product CCS(=O)(=O)NCc1cncc(-c2cc3ccc(Cl)cc3n2C)c1. As a reaction SMILES: [BH4-:33].[CH2:20]([CH3:21])[S:22](=[O:23])(=[O:24])[NH2:25].[CH3:26][c:27]1[cH:28][cH:29][cH:30][cH:31][cH:32]1.[CH3:38][CH:39]([CH3:40])[O-:41].[CH3:43][CH:44]([CH3:45])[O-:46].[CH3:47][CH:48]([CH3:49])[O-:50].[CH3:51][CH:52]([CH3:53])[O-:54].[Cl:1][c:2]1[cH:3][cH:4][c:5]2[cH:6][c:7](-[c:12]3[cH:13][n:14][cH:15][c:16]([CH:18]=[O:19])[cH:17]3)[n:8]([CH3:11])[c:9]2[cH:10]1.[Cl:35][CH2:36][Cl:37].[Na+:34].[Ti+4:42]>>[Cl:1][c:2]1[cH:3][cH:4][c:5]2[cH:6][c:7](-[c:12]3[cH:13][n:14][cH:15][c:16]([CH2:18][NH:25][S:22]([CH2:20][CH3:21])(=[O:23])=[O:24])[cH:17]3)[n:8]([CH3:11])[c:9]2[cH:10]1. Product: CCCCCCNCc1ccc(COc2cccc3c2CN(C2CCC(=O)NC2=O)C3=O)cc1. Reactants: O=C([O-])[O-], CCCCCCNCc1ccc(COc2cccc3c2CN(C(CCC(=O)OC)C(N)=O)C3=O)cc1, [K+], [K+], CN(C)C=O. RXN SMILES: [C:37](=[O:38])([O-:39])[O-:40].[CH3:1][O:2][C:3]([CH2:4][CH2:5][CH:6]([N:7]1[C:8](=[O:32])[c:9]2[cH:10][cH:11][cH:12][c:13]([O:16][CH2:17][c:18]3[cH:19][cH:20][c:21]([CH2:24][NH:25][CH2:26][CH2:27][CH2:28][CH2:29][CH2:30][CH3:31])[cH:22][cH:23]3)[c:14]2[CH2:15]1)[C:33]([NH2:34])=[O:35])=[O:36].[K+:41].[K+:42].[O:43]=[CH:44][N:45]([CH3:46])[CH3:47]>>[C:3]1(=[O:36])[CH2:4][CH2:5][CH:6]([N:7]2[C:8](=[O:32])[c:9]3[cH:10][cH:11][cH:12][c:13]([O:16][CH2:17][c:18]4[cH:19][cH:20][c:21]([CH2:24][NH:25][CH2:26][CH2:27][CH2:28][CH2:29][CH2:30][CH3:31])[cH:22][cH:23]4)[c:14]3[CH2:15]2)[C:33](=[O:35])[NH:34]1. Reactants: Cl.S1C(=CC=C1)C(=N)N (2-thienylformamidine hydrochloride), Cl.O1C(=CC=C1)C(=N)N (2-furylformamidine hydrochloride), C(C1=CC=CC=C1)=O (benzaldehyde), ClC1=C(C=O)C=CC(=C1)F (2-chloro-4-fluorobenzaldehyde), C(CC(=O)C)(=O)OC (methyl acetoacetate), C(CC(=O)C)(=O)OCC (ethyl acetoacetate). The product is O1C(=CC=C1)C=1NC(=C(C(N1)C1=CC=CC=C1)C(=O)OCC)C (ethyl 2-(furan-2-yl)-4-phenyl-6-methyl-1,4-dihyropyrimidin-5-carboxylate). Isolated yield 32.0%. As a reaction SMILES: Cl.S1C=CC=C1C(N)=N.Cl[C:11]1[CH:18]=[C:17](F)[CH:16]=[CH:15][C:12]=1[CH:13]=O.C(OC)(=O)CC(C)=O.Cl.[O:29]1[CH:33]=[CH:32][CH:31]=[C:30]1[C:34]([NH2:36])=[NH:35].C(=O)C1C=CC=CC=1.[C:45]([O:51][CH2:52][CH3:53])(=[O:50])[CH2:46][C:47]([CH3:49])=O>>[O:29]1[CH:33]=[CH:32][CH:31]=[C:30]1[C:34]1[NH:36][C:47]([CH3:49])=[C:46]([C:45]([O:51][CH2:52][CH3:53])=[O:50])[CH:13]([C:12]2[CH:15]=[CH:16][CH:17]=[CH:18][CH:11]=2)[N:35]=1 |f:0.1,4.5|. Procedure: According to the process of Example 1, except that the 2-thienylformamidine hydrochloride, 2-chloro-4-fluorobenzaldehyde and methyl acetoacetate were replaced by 2-furylformamidine hydrochloride, benzaldehyde and ethyl acetoacetate, respectively, and 0.21 g of a pale yellow particulates were obtained (yield: 32%); 1H-NMR (400 MHz, CDCl3-d1) δ 7.45 (s, 1H, ArH); 7.39-7.37 (d, 2H, J=7.2 Hz, ArH); 7.30-7.21 (m, 3H, J=7.2 Hz, ArH); 7.09 (s, 1H, ArH); 6.50 (m, 1H, ArH), 5.71 (s, 1H, CH); 4.12-4.09 (q...